This data is from the Open Reaction Database (ORD), a public repository of structured organic reaction records. The task is: describe an organic reaction: reactants, conditions, products, and yield Run in C(C)(=O)OCC (ethyl acetate), CO (MeOH), CO (MeOH). RXN SMILES: C[O-].[Na+].[CH:4](=O)[C:5]1[CH:10]=[CH:9][CH:8]=[N:7][CH:6]=1.[CH:12]1[C:21]2[C:16](=[CH:17][CH:18]=[CH:19][CH:20]=2)[CH:15]=[CH:14][C:13]=1[C:22]([CH3:24])=[O:23].S([O-])([O-])(=O)=O.[Na+].[Na+]>CO.C(OCC)(=O)C>[CH:12]1[C:21]2[C:16](=[CH:17][CH:18]=[CH:19][CH:20]=2)[CH:15]=[CH:14][C:13]=1[C:22](/[CH:24]=[CH:4]/[C:5]1[CH:6]=[N:7][CH:8]=[CH:9][CH:10]=1)=[O:23] |f:0.1,4.5.6|. Yields the product C1=C(C=CC2=CC=CC=C12)C(=O)\C=C\C=1C=NC=CC1 ((2-naphthyl) [(E)-2-(3-pyridyl)-1-ethenyl]ketone). Reported procedure: A 28% solution of sodium methoxide in MeOH (0.90 g) was added to a stirred mixture of nicotinaldehyde (9.70 g) and methyl 2-naphthyl ketone (15.26 g) in MeOH (150 ml). Sodium sulfate (10 g) was added to the mixture and the mixture was stirred for 30 hours. The mixture was diluted with ethyl acetate, washed with water and brine, dried and concentrated. The residue was recrystallized from cold MeOH to give the titled compound (10.68 g). The yield is 45.9%. Conditions: time 30 hour. Starting materials: S(=O)(=O)([O-])[O-].[Na+].[Na+] (Sodium sulfate), solution, C[O-].[Na+] (sodium methoxide), C(C1=CN=CC=C1)=O (nicotinaldehyde), C1=C(C=CC2=CC=CC=C12)C(=O)C (methyl 2-naphthyl ketone).